Dataset: the Open Reaction Database (ORD), a public repository of structured organic reaction records. Task: describe an organic reaction: reactants, conditions, products, and yield Reactants: ClC1=C(C(=O)O)C=CC=C1F (2-chloro-3-fluorobenzoic acid), FC1=CC=C(C=C1)C(CN)C=1C=NC(=CC1)C(F)(F)F (2-(4-fluorophenyl)-2-(6-(trifluoromethyl)pyridin-3-yl)ethanamine). Product: ClC1=C(C(=O)NCC(C=2C=NC(=CC2)C(F)(F)F)C2=CC=C(C=C2)F)C=CC=C1F (2-chloro-3-fluoro-N-(2-(4-fluorophenyl)-2-(6-(trifluoromethyl)pyridin-3-yl)ethyl)benzamide). As a reaction SMILES: [Cl:1][C:2]1[C:10]([F:11])=[CH:9][CH:8]=[CH:7][C:3]=1[C:4]([OH:6])=O.[F:12][C:13]1[CH:18]=[CH:17][C:16]([CH:19]([C:22]2[CH:23]=[N:24][C:25]([C:28]([F:31])([F:30])[F:29])=[CH:26][CH:27]=2)[CH2:20][NH2:21])=[CH:15][CH:14]=1>>[Cl:1][C:2]1[C:10]([F:11])=[CH:9][CH:8]=[CH:7][C:3]=1[C:4]([NH:21][CH2:20][CH:19]([C:16]1[CH:15]=[CH:14][C:13]([F:12])=[CH:18][CH:17]=1)[C:22]1[CH:23]=[N:24][C:25]([C:28]([F:31])([F:29])[F:30])=[CH:26][CH:27]=1)=[O:6]. Procedure: From 2-chloro-3-fluorobenzoic acid and 2-(4-fluorophenyl)-2-(6-(trifluoromethyl)pyridin-3-yl)ethanamine. LCMS (MH+): m/z=441.1, tR (minutes, Method G)=2.63 The reactants are C([O-])(O)=O.[Na+] (sodium bicarbonate), B(F)(F)F.CCOCC (Boron trifluoride diethyl etherate), OC1C(OCC1)=O (3-hydroxytetrahydrofuran-2-one), C(C)(C)(C)N=C=O (t-butylisocyanate). Solvent: [Cl-].[Na+].O (brine), ClCCl (dichloromethane). Conditions: time 4 hour. The product is C(C)(C)(C)NC(=O)OC1C(OCC1)=O (3-t-butylcarbamoyloxy-tetrahydrofuran-2-one). The yield is 94.0%. As a reaction SMILES: B(F)(F)F.CCOCC.[OH:10][CH:11]1[CH2:15][CH2:14][O:13][C:12]1=[O:16].[C:17]([N:21]=[C:22]=[O:23])([CH3:20])([CH3:19])[CH3:18].C(=O)(O)[O-].[Na+]>ClCCl.[Cl-].[Na+].O>[C:17]([NH:21][C:22]([O:10][CH:11]1[CH2:15][CH2:14][O:13][C:12]1=[O:16])=[O:23])([CH3:20])([CH3:19])[CH3:18] |f:0.1,4.5,7.8.9|. Procedure: Boron trifluoride diethyl etherate (1.38 g) was added dropwise, over a period of fifteen minutes, to a stirred solution of 3-hydroxytetrahydrofuran-2-one (10.0 g) and t-butylisocyanate (9.7 g) in dry dichloromethane (300 ml), whilst maintaining the temperature below 10° C. The mixture was stirred at room temperature for a further four hours, treated with brine and sufficient aqueous sodium bicarbonate solution to render the aqueous phase basic, then extracted several times with dichloromethane. ... Starting materials: ClC=1C=CC(=C(C1)C1=NN(C=C1NC(=O)C=1C=NN2C1N=CC=C2)C(C(=O)OCC)(C)C)OC (ethyl 2-(3-(5-chloro-2-methoxyphenyl)-4-(pyrazolo[1,5-a]pyrimidine-3-carboxamido)-1H-pyrazol-1-yl)-2-methylpropanoate), [OH-].[Na+] (sodium hydroxide), [OH-].[Na+] (sodium hydroxide). Run at time 18 hour. Yields the product ClC=1C=CC(=C(C1)C1=NN(C=C1NC(=O)C=1C=NN2C1N=CC=C2)C(C(=O)O)(C)C)OC (2-(3-(5-chloro-2-methoxyphenyl)-4-(pyrazolo[1,5-a]pyrimidine-3-carboxamido)-1H-pyrazol-1-yl)-2-methylpropanoic acid). RXN SMILES: [Cl:1][C:2]1[CH:3]=[CH:4][C:5]([O:33][CH3:34])=[C:6]([C:8]2[C:12]([NH:13][C:14]([C:16]3[CH:17]=[N:18][N:19]4[CH:24]=[CH:23][CH:22]=[N:21][C:20]=34)=[O:15])=[CH:11][N:10]([C:25]([CH3:32])([CH3:31])[C:26]([O:28]CC)=[O:27])[N:9]=2)[CH:7]=1.[OH-].[Na+]>>[Cl:1][C:2]1[CH:3]=[CH:4][C:5]([O:33][CH3:34])=[C:6]([C:8]2[C:12]([NH:13][C:14]([C:16]3[CH:17]=[N:18][N:19]4[CH:24]=[CH:23][CH:22]=[N:21][C:20]=34)=[O:15])=[CH:11][N:10]([C:25]([CH3:31])([CH3:32])[C:26]([OH:28])=[O:27])[N:9]=2)[CH:7]=1 |f:1.2|. Reported procedure: To a solution of ethyl 2-(3-(5-chloro-2-methoxyphenyl)-4-(pyrazolo[1,5-a]pyrimidine-3-carboxamido)-1H-pyrazol-1-yl)-2-methylpropanoate (0.918 g, 1.90 mmol, 1 equiv) was added 2 N aqueous sodium hydroxide solution (4 mL). After 18 h, additional 2 N aqueous sodium hydroxide solution (4 mL) was added. After 5 h, the reaction mixture was concentrated in vacuo, and the resulting residue was dissolved in water (15 mL). The aqueous solution was acidified with 6 N aqueous hydrochloric acid until pH=2. T... Reactants: COC(=O)C=C1CCN(C(=O)OC(C)(C)C)CC1(C)C, CC(C)C[Al+]CC(C)C, Cc1ccccc1, CCO, [H-], C1CCOC1. Yields the product CC(C)(C)OC(=O)N1CCC(=CCO)C(C)(C)C1. As a reaction SMILES: [C:1]([CH3:2])([CH3:3])([CH3:4])[O:5][C:6](=[O:7])[N:8]1[CH2:9][C:10]([CH3:19])([CH3:20])[C:11](=[CH:14][C:15](=[O:16])[O:17][CH3:18])[CH2:12][CH2:13]1.[CH2:22]([Al+:23][CH2:24][CH:25]([CH3:26])[CH3:27])[CH:28]([CH3:29])[CH3:30].[CH3:31][c:32]1[cH:33][cH:34][cH:35][cH:36][cH:37]1.[CH3:38][CH2:39][OH:40].[H-:21].[O:41]1[CH2:42][CH2:43][CH2:44][CH2:45]1>>[C:1]([CH3:2])([CH3:3])([CH3:4])[O:5][C:6](=[O:7])[N:8]1[CH2:9][C:10]([CH3:19])([CH3:20])[C:11](=[CH:14][CH2:15][OH:16])[CH2:12][CH2:13]1. Reactants: O (water), FC1=CC=C(C(=O)C2CCN(CC2)CCN2C(NC=3C(C2=O)=CSC3)=O)C=C1 (3-[2-[4-(4-fluorobenzoyl)piperidin-1-yl]ethyl]thieno[3,4-d]pyrimidine-2,4-dione), CI (methyl iodide), [H-].[Na+] (NaH). Run in CN(C=O)C (dimethylformamide). Run at time 24 hour. The product is FC1=CC=C(C(=O)C2CCN(CC2)CCN2C(N(C=3C(C2=O)=CSC3)C)=O)C=C1 (3-[2-[4-(4-Fluorobenzoyl)piperidin-1-yl]ethyl]-1-methylthieno[3,4-d]pyrimidine-2,4-dione). Reaction SMILES: [F:1][C:2]1[CH:28]=[CH:27][C:5]([C:6]([CH:8]2[CH2:13][CH2:12][N:11]([CH2:14][CH2:15][N:16]3[C:21](=[O:22])[C:20]4=[CH:23][S:24][CH:25]=[C:19]4[NH:18][C:17]3=[O:26])[CH2:10][CH2:9]2)=[O:7])=[CH:4][CH:3]=1.[H-].[Na+].[CH3:31]I.O>CN(C)C=O>[F:1][C:2]1[CH:3]=[CH:4][C:5]([C:6]([CH:8]2[CH2:13][CH2:12][N:11]([CH2:14][CH2:15][N:16]3[C:21](=[O:22])[C:20]4=[CH:23][S:24][CH:25]=[C:19]4[N:18]([CH3:31])[C:17]3=[O:26])[CH2:10][CH2:9]2)=[O:7])=[CH:27][CH:28]=1 |f:1.2|. Procedure details: The title compound was prepared by dissolving the 3-[2-[4-(4-fluorobenzoyl)piperidin-1-yl]ethyl]thieno[3,4-d]pyrimidine-2,4-dione from Example 10 (1.8 g, 4.6 mmol) in 10 ml of dimethylformamide at 0° C. After treating this solution with NaH (203 mg, 5 mmol) followed by 720 mg (5 mmol) of methyl iodide, the mixture was stirred at room temperature for 24 hours. The reaction was poured into water and extracted with CH2Cl2. The combined extracts were washed with water and brine and dried over MgSO4.... Starting materials: C1CCOC1, Cc1ccccc1, CNCc1csc(C(C)C)n1, [Li+], CC(C)C(NC(=O)Oc1ccccc1)C(=O)O, [OH-], O. RXN SMILES: [CH2:32]1[O:33][CH2:34][CH2:35][CH2:36]1.[CH3:37][c:38]1[cH:39][cH:40][cH:41][cH:42][cH:43]1.[CH3:4][NH:5][CH2:6][c:7]1[n:8][c:9]([CH:12]([CH3:13])[CH3:14])[s:10][cH:11]1.[Li+:3].[O:15]([c:17]1[cH:18][cH:19][cH:20][cH:21][cH:23]1)[C:22](=[O:16])[NH:24][CH:25]([CH:26]([CH3:27])[CH3:28])[C:29](=[O:30])[OH:31].[OH-:2].[OH2:1]>>[CH3:4][N:5]([CH2:6][c:7]1[n:8][c:9]([CH:12]([CH3:13])[CH3:14])[s:10][cH:11]1)[C:22](=[O:15])[NH:24][CH:25]([CH:26]([CH3:27])[CH3:28])[C:29](=[O:30])[OH:31]. The product is CC(C)c1nc(CN(C)C(=O)NC(C(=O)O)C(C)C)cs1. The reactants are NC1=NC=C(C=C1)Br (2-amino-5-bromopyridine), C(C)(C)(C)OC(=O)N1CCC(CC1)C(C=O)Br (1-(t-butoxycarbonyl)-4-(1-bromo-2-oxoethyl)-piperidine). Product: C(C)(C)(C)OC(=O)N1CCC(CC1)C1=CN=C2N1C=C(C=C2)Br (1-(t-Butoxycarbonyl)-4-(6-bromo-imidazo[1,2-a]pyridin-3-yl)-piperidine). As a reaction SMILES: [NH2:1][C:2]1[CH:7]=[CH:6][C:5]([Br:8])=[CH:4][N:3]=1.[C:9]([O:13][C:14]([N:16]1[CH2:21][CH2:20][CH:19]([CH:22](Br)[CH:23]=O)[CH2:18][CH2:17]1)=[O:15])([CH3:12])([CH3:11])[CH3:10]>>[C:9]([O:13][C:14]([N:16]1[CH2:21][CH2:20][CH:19]([C:22]2[N:3]3[CH:4]=[C:5]([Br:8])[CH:6]=[CH:7][C:2]3=[N:1][CH:23]=2)[CH2:18][CH2:17]1)=[O:15])([CH3:12])([CH3:11])[CH3:10]. Procedure details: The title compound was prepared from 2-amino-5-bromopyridine and 1-(t-butoxycarbonyl)-4-(1-bromo-2-oxoethyl)-piperidine (from Example 292, Step C) according to the general procedure described in Example 235, Step A. The reactants are ClC=1C(=NC(=NC1C#N)N1CCNCC1)OC1=CC=CC=C1 (5-chloro-6-cyano-4-phenoxy-2-piperazino-pyrimidine), N1CCS(CC1)=O (thiomorpholine-1-oxide). Solvent: O (water). Yields the product ClC=1C(=NC(=NC1C#N)N1CCNCC1)N1CCS(CC1)=O (5-Chloro-6-cyano-2-piperazino-4-(1-oxido-thiomorpholino)pyrimidine). Reaction SMILES: [Cl:1][C:2]1[C:3](OC2C=CC=CC=2)=[N:4][C:5]([N:10]2[CH2:15][CH2:14][NH:13][CH2:12][CH2:11]2)=[N:6][C:7]=1[C:8]#[N:9].[NH:23]1[CH2:28][CH2:27][S:26](=[O:29])[CH2:25][CH2:24]1>O>[Cl:1][C:2]1[C:3]([N:23]2[CH2:28][CH2:27][S:26](=[O:29])[CH2:25][CH2:24]2)=[N:4][C:5]([N:10]2[CH2:11][CH2:12][NH:13][CH2:14][CH2:15]2)=[N:6][C:7]=1[C:8]#[N:9]. Reported procedure: 0.3 gm (0.001 mol) of 5-chloro-6-cyano-4-phenoxy-2-piperazino-pyrimidine [m.p. 126°-128°C, obtained from 6-cyano-2,5-dichloro-4-phenoxy-pyrimidine and piperazine in acetone/dioxane (1:1) while cooling] were heated with 2.3 gm (0.02 mol) of thiomorpholine-1-oxide at about 140°C for 90 minutes. The dark colored molten mass was taken up in a small quantity of water, and the precipitated raw reaction product was purified on a silicagel column [eluant: methanol/concentrated ammonia (8:1)]. After repr...